Dataset: the Open Reaction Database (ORD), a public repository of structured organic reaction records. Task: describe an organic reaction: reactants, conditions, products, and yield Reactants: N(=[N+]=[N-])[C@H]([C@H](C(=O)OC)OCC1=CC=CC=C1)C1=CC=CC=C1 ((2R,3S)-(+)-Methyl 3-azido-2-benzoxy-3-phenylpropionate), CO (methanol). Conditions: time 48 hour. Reaction SMILES: [N:1]([C@@H:4]([C:18]1[CH:23]=[CH:22][CH:21]=[CH:20][CH:19]=1)[C@@H:5]([O:10]CC1C=CC=CC=1)[C:6]([O:8][CH3:9])=[O:7])=[N+]=[N-].[CH3:24][OH:25]>[Pd]>[CH3:9][O:8][C:6](=[O:7])[C@H:5]([OH:10])[C@H:4]([C:18]1[CH:19]=[CH:20][CH:21]=[CH:22][CH:23]=1)[NH:1][C:24](=[O:25])[C:18]1[CH:23]=[CH:22][CH:21]=[CH:20][CH:19]=1. Procedure: The azide 10 (10 g, 24 mmol) was hydrogenated with 10% Pd/C (2.5 g) in methanol under H2 (50 p.s.i.) for 4 h. The solution was filtered, stood at 23° C. for 48 h, and concentrated. The solid was recrystallized over chloroform-methanol (50:1) to give 16 (5.5 g, 74%):[a]D20=-49 (c 1, CH3OH), lit. [a]D20=-49.6° (c 1, CH3OH); 1H NMR (CD3OD) d 3.68 (s, 3H), 4.60 (d, J=3.8 Hz, 1 H), 5.58 (d, J 3.8 Hz, 1 H), 7.32-7.61 (m, 8 H), 7.98-8.11 (m, 2 H). Reagents/catalysts: [Pd] (Pd/C). Yield: 74.0%. Yields the product COC([C@@H]([C@@H](NC(C1=CC=CC=C1)=O)C1=CC=CC=C1)O)=O ((2R,3S)-(-)-N-Benzoyl-3-phenylisoserine methyl ester). The reactants are CC(C)(C)OC(=O)NCC1CNCC1C(F)(F)F, O=C(Nc1ccc(-n2ccccc2=O)cc1F)Oc1ccc([N+](=O)[O-])cc1. Product: CC(C)(C)OC(=O)NCC1CN(C(=O)Nc2ccc(-n3ccccc3=O)cc2F)CC1C(F)(F)F. RXN SMILES: [C:1]([CH3:2])([CH3:3])([CH3:4])[O:5][C:6]([NH:7][CH2:8][CH:9]1[CH2:10][NH:11][CH2:12][CH:13]1[C:14]([F:15])([F:16])[F:17])=[O:18].[N+:19]([c:20]1[cH:21][cH:22][c:23]([O:28][C:29](=[O:24])[NH:30][c:31]2[c:32]([F:44])[cH:33][c:34](-[n:37]3[c:38](=[O:43])[cH:39][cH:40][cH:41][cH:42]3)[cH:35][cH:36]2)[cH:25][cH:26]1)([O-:27])=[O:45]>>[C:1]([CH3:2])([CH3:3])([CH3:4])[O:5][C:6]([NH:7][CH2:8][CH:9]1[CH2:10][N:11]([C:29](=[O:28])[NH:30][c:31]2[c:32]([F:44])[cH:33][c:34](-[n:37]3[c:38](=[O:43])[cH:39][cH:40][cH:41][cH:42]3)[cH:35][cH:36]2)[CH2:12][CH:13]1[C:14]([F:15])([F:16])[F:17])=[O:18]. Starting materials: O (water), FC(C(C(=O)O)(C)O)(F)F (3,3,3-trifluoro-2-hydroxy-2-methylpropanoic acid), C(#N)C1=C(C=CC=C1)S(=O)(=O)C1=CC=C(C=C1)N (4[(2-Cyanophenyl)sulphonyl]benzeneamine), S(=O)(Cl)Cl (thionyl chloride). Solvent: CN(C(C)=O)C (N,N-dimethylacetamide). Run at time 1 hour. Yields the product C(#N)C1=C(C=CC=C1)S(=O)(=O)C1=CC=C(C=C1)NC(C(C(F)(F)F)(C)O)=O (N-[4-(2-Cyanophenylsulfonyl)phenyl]-3,3,3-trifluoro-2-hydroxy-2-methylpropanamide). The yield is 71.3%. RXN SMILES: [F:1][C:2]([F:10])([F:9])[C:3]([OH:8])([CH3:7])[C:4](O)=[O:5].S(Cl)(Cl)=O.[C:15]([C:17]1[CH:22]=[CH:21][CH:20]=[CH:19][C:18]=1[S:23]([C:26]1[CH:31]=[CH:30][C:29]([NH2:32])=[CH:28][CH:27]=1)(=[O:25])=[O:24])#[N:16].O>CN(C)C(=O)C>[C:15]([C:17]1[CH:22]=[CH:21][CH:20]=[CH:19][C:18]=1[S:23]([C:26]1[CH:31]=[CH:30][C:29]([NH:32][C:4](=[O:5])[C:3]([OH:8])([CH3:7])[C:2]([F:10])([F:9])[F:1])=[CH:28][CH:27]=1)(=[O:25])=[O:24])#[N:16]. Procedure details: To a stirred, cooled (-20° C.) solution of 3,3,3-trifluoro-2-hydroxy-2-methylpropanoic acid (0.82 g, 5.2 mmol) in N,N-dimethylacetamide (10 mL) was added thionyl chloride (0.62 g, 5.2 mmol) and the mixture stirred at -10° to -15° C. for 1 hour. 4[(2-Cyanophenyl)sulphonyl]benzeneamine (1.00 g, 3.8 mmol) was added in one portion and the reaction mixture stirred at room temperature overnight. The mixture was poured-into water and the aqueous solution decanted from an oily solid which was purified b... The reactants are COc1cc2c(c(OC(C)=O)c1)C1CCC3(C)C(=O)CCC3C1CC2, Cl, [K+], [OH-], O. Yields the product COc1cc(O)c2c(c1)CCC1C2CCC2(C)C(=O)CCC12. RXN SMILES: [C:1](=[O:2])([CH3:3])[O:4][c:5]1[cH:6][c:7]([O:24][CH3:25])[cH:8][c:9]2[c:22]1[CH:21]1[CH:12]([CH2:11][CH2:10]2)[CH:13]2[CH2:14][CH2:15][C:16](=[O:23])[C:17]2([CH3:18])[CH2:19][CH2:20]1.[ClH:27].[K+:29].[OH-:28].[OH2:26]>>[OH:4][c:5]1[cH:6][c:7]([O:24][CH3:25])[cH:8][c:9]2[c:22]1[CH:21]1[CH:12]([CH2:11][CH2:10]2)[CH:13]2[CH2:14][CH2:15][C:16](=[O:23])[C:17]2([CH3:18])[CH2:19][CH2:20]1. Starting materials: CCOC(C)=O, CO, ClCCl, Cl, CC(C)(C)OC(=O)NC1(c2ccc(-c3nc4ccn5c(-c6ncccn6)nnc5c4cc3-c3ccccc3)cc2)CCC1. The product is Cl, NC1(c2ccc(-c3nc4ccn5c(-c6ncccn6)nnc5c4cc3-c3ccccc3)cc2)CCC1. Reaction SMILES: [CH3:45][CH2:46][O:47][C:48]([CH3:49])=[O:50].[CH3:51][OH:52].[Cl:53][CH2:54][Cl:55].[ClH:44].[c:1]1(-[c:7]2[c:8](-[c:26]3[cH:27][cH:28][c:29]([C:32]4([NH:36][C:37](=[O:38])[O:39][C:40]([CH3:41])([CH3:42])[CH3:43])[CH2:33][CH2:34][CH2:35]4)[cH:30][cH:31]3)[n:9][c:10]3[cH:11][cH:12][n:13]4[c:14]([c:15]3[cH:16]2)[n:17][n:18][c:19]4-[c:20]2[n:21][cH:22][cH:23][cH:24][n:25]2)[cH:2][cH:3][cH:4][cH:5][cH:6]1>>[ClH:44].[c:1]1(-[c:7]2[c:8](-[c:26]3[cH:27][cH:28][c:29]([C:32]4([NH2:36])[CH2:33][CH2:34][CH2:35]4)[cH:30][cH:31]3)[n:9][c:10]3[cH:11][cH:12][n:13]4[c:14]([c:15]3[cH:16]2)[n:17][n:18][c:19]4-[c:20]2[n:21][cH:22][cH:23][cH:24][n:25]2)[cH:2][cH:3][cH:4][cH:5][cH:6]1. Reactants: [N+](=O)([O-])C=1N=C2OC[C@H](CN2C1)O ((S)-2-nitro-6,7-dihydro-5H-imidazo[2,1-b][1,3]oxa-zin-6-ol), BrC1=CC(=NC=C1)CCl (4-bromo-2-(chloromethyl)pyridine), [H-].[Na+] (NaH). Run in CN(C)C=O (DMF). Reaction conditions: temperature 2.5 celsius, time 3 hour. Product: BrC1=CC(=NC=C1)CO[C@H]1CN2C(OC1)=NC(=C2)[N+](=O)[O-] ((6S)-6-[(4-Bromopyridin-2-yl)methoxy]-2-nitro-6,7-dihydro-5H-imidazo[2,1-b][1,3]oxazine). Isolated yield 54.3%. Reaction SMILES: [N+:1]([C:4]1[N:5]=[C:6]2[N:11]([CH:12]=1)[CH2:10][C@H:9]([OH:13])[CH2:8][O:7]2)([O-:3])=[O:2].[Br:14][C:15]1[CH:20]=[CH:19][N:18]=[C:17]([CH2:21]Cl)[CH:16]=1.[H-].[Na+]>CN(C=O)C>[Br:14][C:15]1[CH:20]=[CH:19][N:18]=[C:17]([CH2:21][O:13][C@@H:9]2[CH2:8][O:7][C:6]3=[N:5][C:4]([N+:1]([O-:3])=[O:2])=[CH:12][N:11]3[CH2:10]2)[CH:16]=1 |f:2.3|. Reported procedure: A solution of (S)-2-nitro-6,7-dihydro-5H-imidazo[2,1-b][1,3]oxa-zin-6-ol (2.87 g, 15.5 mmol) and 4-bromo-2-(chloromethyl)pyridine (2.91 g, 14 mmol) in dry DMF (60 mL) was treated with NaH (0.68 g of a 60% dispersion in mineral oil, 16.9 mmol,) at 0-5° C., and the mixture was stirred at room temperature for 3 h, then quenched with water (150 mL) and extracted with EtOAc (6×150 mL). The organic layers were dried (MgSO4), evaporated, and chromatographed on silica gel, eluting with MeOH/EtOAc (1:19)...